This data is from the Open Reaction Database (ORD), a public repository of structured organic reaction records. The task is: describe an organic reaction: reactants, conditions, products, and yield Starting materials: COC1=CC=C(C=C1)N (p-anisidine), COC=1C=C(C=O)C=CC1O (3-Methoxy-4-hydroxybenzaldehyde), CCOCC (ether). The solvent is CO (methanol), CO (methanol), CO (methanol). Reaction conditions: time 8 hour. Product: COC=1C=C(C=NC2=CC=C(C=C2)OC)C=CC1O (N-(3-Methoxy-4-Hydroxybenzylidene)-p-Methoxyaniline). Reaction SMILES: [CH3:1][O:2][C:3]1[CH:4]=[C:5]([CH:8]=[CH:9][C:10]=1[OH:11])[CH:6]=O.[CH3:12][O:13][C:14]1[CH:19]=[CH:18][C:17]([NH2:20])=[CH:16][CH:15]=1.CCOCC>CO>[CH3:1][O:2][C:3]1[CH:4]=[C:5]([CH:8]=[CH:9][C:10]=1[OH:11])[CH:6]=[N:20][C:17]1[CH:18]=[CH:19][C:14]([O:13][CH3:12])=[CH:15][CH:16]=1. Procedure: 3-Methoxy-4-hydroxybenzaldehyde (vanillin, 1 g, 6.57 mmol) was dissolved in methanol (30 ml). To this solution was added p-anisidine (0.810 g, 6.57 mmol) and the resultant reaction solution was stirred overnight under nitrogen at room temperature. The reaction solution was taken to dryness in vacuo with the application of heat. The resultant solid was azeotropically mixed with methanol (2×), ether (1×), and again with methanol (2×) to yield yellow crystals. The crystals were triturated with hot ... Reactants: CC1=NC2=CC=C(C=C2C=C1)C (2,6-dimethylquinoline), C1CCCOS1(=O)=O (butane sultone). As a reaction SMILES: [CH3:1][C:2]1[CH:11]=[CH:10][C:9]2[C:4](=[CH:5][CH:6]=[C:7]([CH3:12])[CH:8]=2)[N:3]=1.[CH2:13]1[S:18](=[O:20])(=[O:19])[O:17][CH2:16][CH2:15][CH2:14]1>CC(C)=O>[CH3:1][C:2]1[CH:11]=[CH:10][C:9]2[C:4](=[CH:5][CH:6]=[C:7]([CH3:12])[CH:8]=2)[N+:3]=1[CH2:16][CH2:15][CH2:14][CH2:13][S:18]([O-:20])(=[O:19])=[O:17]. The yield is 94.3%. Solvent: CC(=O)C (acetone). Run at time 4 hour. Procedure details: After 72.3 g (0.46 mol) of 2,6-dimethylquinoline and 188 g (1.4 mol) of butane sultone were heated at 145° C. with stirring for 4 hours, the mixture was allowed to cool to room temperature, and 500 ml of acetone was added thereto. While cooling, crystallization was conducted for 30 minutes. The resulting crystal was recovered by filtration, washed with acetone and dried to obtain 127.3 g (yield: 94%) of 4-[2,6-dimethyl-1-quinolinio]butane sulfonate. Yields the product CC1=[N+](C2=CC=C(C=C2C=C1)C)CCCCS(=O)(=O)[O-] (4-[2,6-dimethyl-1-quinolinio]butane sulfonate). Starting materials: CC(C)(C)OC(=O)N1CCCC(CCBr)C1, CN(C)C=O, OCc1cc(Br)ccc1F, [H-], [I-], [Na+], [Na+]. The product is CC(C)(C)OC(=O)N1CCCC(CCOCc2cc(Br)ccc2F)C1. Reaction SMILES: [C:1]([CH3:2])([CH3:3])([CH3:4])[O:5][C:6](=[O:7])[N:8]1[CH2:9][CH:10]([CH2:14][CH2:15][Br:16])[CH2:11][CH2:12][CH2:13]1.[CH3:31][N:32]([CH3:33])[CH:34]=[O:35].[F:19][c:20]1[c:21]([CH2:22][OH:23])[cH:24][c:25]([Br:28])[cH:26][cH:27]1.[H-:29].[I-:18].[Na+:17].[Na+:30]>>[C:1]([CH3:2])([CH3:3])([CH3:4])[O:5][C:6](=[O:7])[N:8]1[CH2:9][CH:10]([CH2:14][CH2:15][O:23][CH2:22][c:21]2[c:20]([F:19])[cH:27][cH:26][c:25]([Br:28])[cH:24]2)[CH2:11][CH2:12][CH2:13]1. Starting materials: Cc1ccccc1, O, OCCO, Cc1ccc(S(=O)(=O)O)cc1, O=Cc1ccccn1. Product: c1ccc(C2OCCO2)nc1. RXN SMILES: [CH3:25][c:26]1[cH:27][cH:28][cH:29][cH:30][cH:31]1.[OH2:24].[OH:9][CH2:10][CH2:11][OH:12].[c:13]1([CH3:14])[cH:15][cH:16][c:17]([S:18]([OH:19])(=[O:20])=[O:21])[cH:22][cH:23]1.[n:1]1[c:2]([CH:7]=[O:8])[cH:3][cH:4][cH:5][cH:6]1>>[n:1]1[c:2]([CH:7]2[O:8][CH2:11][CH2:10][O:9]2)[cH:3][cH:4][cH:5][cH:6]1. Reactants: Cl (HCl), C(C)OCC (diethyl ether), CC(CCN(C1CCNCC1)CC=1OC2=C(C1)C=CC=C2)C (N-(3-Methylbutyl)-N-[(benzofuran-2-yl)methyl]piperidin-4-amine). Solvent: CO (methanol). Run at time 2 hour. Product: Cl.Cl.CC(CCN(C1CCNCC1)CC=1OC2=C(C1)C=CC=C2)C (N-(3-methylbutyl)-N-[(benzofuran-2-yl)methyl]piperidin-4-amine dihydrochloride). As a reaction SMILES: [CH3:1][CH:2]([CH3:22])[CH2:3][CH2:4][N:5]([CH2:12][C:13]1[O:14][C:15]2[CH:21]=[CH:20][CH:19]=[CH:18][C:16]=2[CH:17]=1)[CH:6]1[CH2:11][CH2:10][NH:9][CH2:8][CH2:7]1.[ClH:23].C(OCC)C>CO>[ClH:23].[ClH:23].[CH3:1][CH:2]([CH3:22])[CH2:3][CH2:4][N:5]([CH2:12][C:13]1[O:14][C:15]2[CH:21]=[CH:20][CH:19]=[CH:18][C:16]=2[CH:17]=1)[CH:6]1[CH2:7][CH2:8][NH:9][CH2:10][CH2:11]1 |f:4.5.6|. Procedure: N-(3-Methylbutyl)-N-[(benzofuran-2-yl)methyl]piperidin-4-amine (0.09 g, 0.28 mmol) is dissolved in methanol (2 ml). 2.0 M HCl in diethyl ether (0.29 ml, 0.57 mmol) is added and the reaction stirred for 2 hours. The reaction is concentrated and the solid dried in a vacuum (60° C.) overnight to yield (0.77 g) of N-(3-methylbutyl)-N-[(benzofuran-2-yl)methyl]piperidin-4-amine dihydrochloride: mass spectrum (ion spray): m/z=301 (M+1). The reactants are C(C)(=O)[O-].O1C(COC2=C1C=CC=C2)CC=2NC1=C([NH+]2)C=CC=C1 (2-(1,4-benzodioxan-2-ylmethyl)benzimidazolium acetate), S(O)(O)(=O)=O (sulfuric acid). Yields the product S(O)(O)(=O)=O.O1C(COC2=C1C=CC=C2)CC=2NC1=C(N2)C=CC=C1 (2-(1,4-benzodioxan-2-ylmethyl)benzimidazole bisulfate). RXN SMILES: C([O-])(=O)C.[O:5]1[C:10]2[CH:11]=[CH:12][CH:13]=[CH:14][C:9]=2[O:8][CH2:7][CH:6]1[CH2:15][C:16]1[NH:17][C:18]2[CH:24]=[CH:23][CH:22]=[CH:21][C:19]=2[NH+:20]=1.[S:25](=[O:29])(=[O:28])([OH:27])[OH:26]>>[S:25](=[O:27])(=[O:26])([OH:29])[OH:28].[O:5]1[C:10]2[CH:11]=[CH:12][CH:13]=[CH:14][C:9]=2[O:8][CH2:7][CH:6]1[CH2:15][C:16]1[NH:20][C:19]2[CH:21]=[CH:22][CH:23]=[CH:24][C:18]=2[N:17]=1 |f:0.1,3.4|. Procedure: 2-(1,4-benzodioxan-2-ylmethyl)benzimidazolium acetate (1.0 g) is dissolved in 50 ml 50% aqueous sulfuric acid, and the solution evaporated to dryness. The product is suspended in ethanol and filtered, air dried and recrystallized from methanol/acetone to yield 2-(1,4-benzodioxan-2-ylmethyl)benzimidazole bisulfate. Starting materials: [Br-], CCCC[N+](CCCC)(CCCC)CCCC, CC(Cl)=Cc1cc(C)nc(Nc2ccccc2)n1, [Na+], [OH-], Cc1ccccc1C. Yields the product CC#Cc1cc(C)nc(Nc2ccccc2)n1. Reaction SMILES: [Br-:21].[CH3:22][CH2:23][CH2:24][CH2:25][N+:26]([CH2:27][CH2:28][CH2:29][CH3:30])([CH2:31][CH2:32][CH2:33][CH3:34])[CH2:35][CH2:36][CH2:37][CH3:38].[NH:1]([c:2]1[cH:3][cH:4][cH:5][cH:6][cH:7]1)[c:8]1[n:9][c:10]([CH:15]=[C:16]([CH3:17])[Cl:18])[cH:11][c:12]([CH3:14])[n:13]1.[Na+:20].[OH-:19].[c:39]1([CH3:40])[c:41]([CH3:42])[cH:43][cH:44][cH:45][cH:46]1>>[NH:1]([c:2]1[cH:3][cH:4][cH:5][cH:6][cH:7]1)[c:8]1[n:9][c:10]([C:15]#[C:16][CH3:17])[cH:11][c:12]([CH3:14])[n:13]1.